Dataset: the Open Reaction Database (ORD), a public repository of structured organic reaction records. Task: describe an organic reaction: reactants, conditions, products, and yield Starting materials: COCCCl, [H-], [Na+], CN(C)C=O, CC1(C)CCC(C)(C)c2c(O)cc(C=O)cc21. The product is COCCOc1cc(C=O)cc2c1C(C)(C)CCC2(C)C. As a reaction SMILES: [CH3:20][O:21][CH2:22][CH2:23][Cl:24].[H-:18].[Na+:19].[O:25]=[CH:26][N:27]([CH3:28])[CH3:29].[OH:1][c:2]1[cH:3][c:4]([CH:16]=[O:17])[cH:5][c:6]2[c:11]1[C:10]([CH3:12])([CH3:13])[CH2:9][CH2:8][C:7]2([CH3:14])[CH3:15]>>[O:1]([c:2]1[cH:3][c:4]([CH:16]=[O:17])[cH:5][c:6]2[c:11]1[C:10]([CH3:12])([CH3:13])[CH2:9][CH2:8][C:7]2([CH3:14])[CH3:15])[CH2:23][CH2:22][O:21][CH3:20]. RXN SMILES: [C:29](=[O:30])([O-:31])[O-:32].[CH2:35]([CH:36]=[CH:37][c:38]1[cH:39][cH:40][cH:41][cH:42][cH:43]1)[Br:44].[CH3:45][N:46]([CH3:47])[CH:48]=[O:49].[K+:33].[K+:34].[SH:1][c:2]1[c:3]2[c:4]([n:5][cH:6][n:7]1)[n:8]([CH:11]1[CH:12]([O:13][C:14]([CH3:15])=[O:16])[CH:17]([O:18][C:19]([CH3:20])=[O:21])[CH:22]([CH2:24][O:25][C:26]([CH3:27])=[O:28])[O:23]1)[n:9][cH:10]2>>[S:1]([c:2]1[c:3]2[c:4]([n:5][cH:6][n:7]1)[n:8]([CH:11]1[CH:12]([O:13][C:14]([CH3:15])=[O:16])[CH:17]([O:18][C:19]([CH3:20])=[O:21])[CH:22]([CH2:24][O:25][C:26]([CH3:27])=[O:28])[O:23]1)[n:9][cH:10]2)[CH2:35][CH:36]=[CH:37][c:38]1[cH:39][cH:40][cH:41][cH:42][cH:43]1. Reactants: O=C([O-])[O-], BrCC=Cc1ccccc1, CN(C)C=O, [K+], [K+], CC(=O)OCC1OC(n2ncc3c(S)ncnc32)C(OC(C)=O)C1OC(C)=O. The product is CC(=O)OCC1OC(n2ncc3c(SCC=Cc4ccccc4)ncnc32)C(OC(C)=O)C1OC(C)=O.